From a dataset of the Open Reaction Database (ORD), a public repository of structured organic reaction records. describe an organic reaction: reactants, conditions, products, and yield Reactants: COC(C1=C(C=CC=C1)NC(COC1=CC=C(C=C1)C12CC3CC(CC(C1)C3)C2)=O)=O (2-[2-(4-Adamantan-1-yl-phenoxy)-acetylamino]-benzoic acid methyl ester), LiOHH2O, C(C)(=O)OCC (Ethyl acetate), Cl (HCl). The solvent is O1CCOCC1.O (1,4-dioxane H2O). Run at time 8 hour. The product is C12(CC3CC(CC(C1)C3)C2)C2=CC=C(OCC(=O)NC3=C(C(=O)O)C=CC=C3)C=C2 (2-[2-(4-Adamant-1-yl-phenoxy)-acetylamino]-benzoic acid). Isolated yield 65.2%. As a reaction SMILES: C[O:2][C:3](=[O:31])[C:4]1[CH:9]=[CH:8][CH:7]=[CH:6][C:5]=1[NH:10][C:11](=[O:30])[CH2:12][O:13][C:14]1[CH:19]=[CH:18][C:17]([C:20]23[CH2:29][CH:24]4[CH2:25][CH:26]([CH2:28][CH:22]([CH2:23]4)[CH2:21]2)[CH2:27]3)=[CH:16][CH:15]=1.Cl.C(OCC)(=O)C>O1CCOCC1.O>[C:20]12([C:17]3[CH:18]=[CH:19][C:14]([O:13][CH2:12][C:11]([NH:10][C:5]4[CH:6]=[CH:7][CH:8]=[CH:9][C:4]=4[C:3]([OH:31])=[O:2])=[O:30])=[CH:15][CH:16]=3)[CH2:29][CH:24]3[CH2:23][CH:22]([CH2:28][CH:26]([CH2:25]3)[CH2:27]1)[CH2:21]2 |f:3.4|. Procedure: A solution of 2-[2-(4-Adamantan-1-yl-phenoxy)-acetylamino]-benzoic acid methyl ester (30.5 mg, 0.07 mmol) in 1,4-dioxane/H2O (3:1, 3 mL) added LiOHH2O (8.4 mg, 0.2 mmol) at room temperature. The resulting mixture was stirred overnight, and then acidified with 10% HCl to PH 2. Ethyl acetate was added and the organic layer was separated. The organic layer was washed with water, and dried (MgSO4 anh), and concentrated. The residue was purified by silica gel flash column chromatography (n-Hexane:EtO...